From a dataset of the Open Reaction Database (ORD), a public repository of structured organic reaction records. describe an organic reaction: reactants, conditions, products, and yield Reactants: C(C)(C)(C)OC1=C(CN(CCCCCCC2CCC(CC2)C2=C(C=CC=C2)OC)CC2=NC=CC=C2)C=CC=C1 (N-(2-tert-butoxybenzyl)-6-(4-(2-methoxyphenyl)cyclohexyl)-N-(pyridin-2-ylmethyl)hexan-1-amine), BrCCCCCCN(CC1=NC=CC=C1)CC1=C(C=CC=C1)OC(C)(C)C (6-bromo-N-(2-tert-butoxybenzyl)-N-(pyridin-2-ylmethyl)hexan-1-amine), COC=1C=C2CCNCC2=CC1OC (6,7-dimethoxy-1,2,3,4-tetrahydroisoquinoline). The product is C(C)(C)(C)OC1=C(CN(CCCCCCN2CC3=CC(=C(C=C3CC2)OC)OC)CC2=NC=CC=C2)C=CC=C1 (N-(2-tert-butoxybenzyl)-6-(6,7-dimethoxy-3,4-dihydroisoquinolin-2(1H)-yl)-N-(pyridin-2-ylmethyl)hexan-1-amine). Yield: 99.0%. Reaction SMILES: C(OC1C=CC=CC=1CN(CC1C=CC=CN=1)CCCCCCC1CCC(C2C=CC=CC=2OC)CC1)(C)(C)C.Br[CH2:42][CH2:43][CH2:44][CH2:45][CH2:46][CH2:47][N:48]([CH2:56][C:57]1[CH:62]=[CH:61][CH:60]=[CH:59][C:58]=1[O:63][C:64]([CH3:67])([CH3:66])[CH3:65])[CH2:49][C:50]1[CH:55]=[CH:54][CH:53]=[CH:52][N:51]=1.[CH3:68][O:69][C:70]1[CH:71]=[C:72]2[C:77](=[CH:78][C:79]=1[O:80][CH3:81])[CH2:76][NH:75][CH2:74][CH2:73]2>>[C:64]([O:63][C:58]1[CH:59]=[CH:60][CH:61]=[CH:62][C:57]=1[CH2:56][N:48]([CH2:49][C:50]1[CH:55]=[CH:54][CH:53]=[CH:52][N:51]=1)[CH2:47][CH2:46][CH2:45][CH2:44][CH2:43][CH2:42][N:75]1[CH2:74][CH2:73][C:72]2[C:77](=[CH:78][C:79]([O:80][CH3:81])=[C:70]([O:69][CH3:68])[CH:71]=2)[CH2:76]1)([CH3:67])([CH3:66])[CH3:65]. Reported procedure: The same procedure as described for compound 11 was applied to starting material 10 (0.4 g, 0.92 mmol) and 6,7-dimethoxy-1,2,3,4-tetrahydroisoquinoline (0.267 g, 1.38 mmol). Purification was carried out on a silica gel TLC plate that was developed in with a 4.5% methanolic NH3 (7 M NH3 in methanol/94.5% CH2Cl2. The product was isolated as pale yellow oil (99%). 1H NMR (CDCl3) δ 8.463 (dt, 1H, Ar), 7.574 (m, 3H, Ar), 7.082 (m, 2H, Ar), 6.996 (m, 2H, Ar), 6.552 (s, 1H, Ar), 6.486 (s, 1H, Ar), 3.79... The reactants are ClC1=C(C(=O)NCC#C)C=CC=N1 (2-Chloro-N-(prop-2-ynyl)nicotinamide), COC1=C(N)C=C(C=C1)OC (2,5-dimethoxyaniline). The solvent is C(CO)O (ethylene glycol). Run at temperature 140 celsius. The product is COC1=C(C=C(C=C1)OC)NC1=C(C(=O)NCC#C)C=CC=N1 (2-(2,5-dimethoxyphenylamino)-N-(prop-2-ynyl)nicotinamide). RXN SMILES: Cl[C:2]1[N:13]=[CH:12][CH:11]=[CH:10][C:3]=1[C:4]([NH:6][CH2:7][C:8]#[CH:9])=[O:5].[CH3:14][O:15][C:16]1[CH:22]=[CH:21][C:20]([O:23][CH3:24])=[CH:19][C:17]=1[NH2:18]>C(O)CO>[CH3:14][O:15][C:16]1[CH:22]=[CH:21][C:20]([O:23][CH3:24])=[CH:19][C:17]=1[NH:18][C:2]1[N:13]=[CH:12][CH:11]=[CH:10][C:3]=1[C:4]([NH:6][CH2:7][C:8]#[CH:9])=[O:5]. Procedure details: Compound 8 (194 mg, 1 mmol) and 2,5-dimethoxyaniline (9h, 153 mg, 1 mmol) were taken in ethylene glycol and heated at 140° C. for 6 h. Then the reaction mixture was cooled and extracted with ethyl acetate from the aqueous layer and concentrated in vacuum. The compound was further purified by column chromatography using 60-120 silica gel to obtain 2-(2,5-dimethoxyphenylamino)-N-(prop-2-ynyl)nicotinamide 10h as pure product. To a solution of 2-(2,5-dimethoxyphenylamino)-N-(prop-2-ynyl)nicotinamide... Reactants: CCCc1ccc(S(=O)(=O)Cl)cc1, Cc1nc(-c2ccc(CC(=O)N3CCNCC3)cc2)no1. The product is CCCc1ccc(S(=O)(=O)N2CCN(C(=O)Cc3ccc(-c4noc(C)n4)cc3)CC2)cc1. RXN SMILES: [CH2:22]([CH2:23][CH3:24])[c:25]1[cH:26][cH:27][c:28]([S:31](=[O:32])(=[O:33])[Cl:34])[cH:29][cH:30]1.[CH3:1][c:2]1[n:3][c:4](-[c:7]2[cH:8][cH:9][c:10]([CH2:13][C:14](=[O:15])[N:16]3[CH2:17][CH2:18][NH:19][CH2:20][CH2:21]3)[cH:11][cH:12]2)[n:5][o:6]1>>[CH3:1][c:2]1[n:3][c:4](-[c:7]2[cH:8][cH:9][c:10]([CH2:13][C:14](=[O:15])[N:16]3[CH2:17][CH2:18][N:19]([S:31]([c:28]4[cH:27][cH:26][c:25]([CH2:22][CH2:23][CH3:24])[cH:30][cH:29]4)(=[O:32])=[O:33])[CH2:20][CH2:21]3)[cH:11][cH:12]2)[n:5][o:6]1. The reactants are C1(=CC=CC=C1)P(C1=CC=CC=C1)C1=CC=CC=C1 (triphenylphosphine), C(C)C1=NC=2C(=NC(=CC2C)C)N1 (2-ethyl-5,7-dimethyl-3H-imidazo[4,5-b]pyridine), OC1CCC2=CC(=CC=C12)C1=C(C#N)C=CC=C1 (2-(1-hydroxy-indan-5-yl)-benzonitrile). Solvent: C1(=CC=CC=C1)C (toluene). Run at time 1 hour. The product is C(C)C1=NC=2C(=NC(=CC2C)C)N1C1CCC2=CC(=CC=C12)C1=C(C#N)C=CC=C1 (2-[1-(2-Ethyl-5,7-dimethyl-imidazo[4,5-b]pyridin-3-yl)-indan-5-yl]-benzonitrile). Reaction SMILES: C1(P(C2C=CC=CC=2)C2C=CC=CC=2)C=CC=CC=1.[CH2:20]([C:22]1[NH:32][C:25]2=[N:26][C:27]([CH3:31])=[CH:28][C:29]([CH3:30])=[C:24]2[N:23]=1)[CH3:21].O[CH:34]1[C:42]2[C:37](=[CH:38][C:39]([C:43]3[CH:50]=[CH:49][CH:48]=[CH:47][C:44]=3[C:45]#[N:46])=[CH:40][CH:41]=2)[CH2:36][CH2:35]1>C1(C)C=CC=CC=1>[CH2:20]([C:22]1[N:32]([CH:34]2[C:42]3[C:37](=[CH:38][C:39]([C:43]4[CH:50]=[CH:49][CH:48]=[CH:47][C:44]=4[C:45]#[N:46])=[CH:40][CH:41]=3)[CH2:36][CH2:35]2)[C:25]2=[N:26][C:27]([CH3:31])=[CH:28][C:29]([CH3:30])=[C:24]2[N:23]=1)[CH3:21]. Procedure: To a solution of triphenylphosphine (393 mg, 1.5 mmol) in toluene was slowly added diethylazadicarboxylate (261 mg, 1.5 mmol). After 1 hour, this solution was added to a mixture of 2-ethyl-5,7-dimethyl-3H-imidazo[4,5-b]pyridine (350 mg, 2.0 mmol) and 2-(1-hydroxy-indan-5-yl)-benzonitrile (246 mmol, 1.01 mmol). The reaction mixture was stirred for 17 hours at room temperature and concentrated in vacuo. The crude residue was chromatographed on SiO2 -gel using 30% ethyl acetate/hexanes. The residue... Reactants: C(\C=C/C(=O)O)(=O)O (maleic acid), Cl.COC=1C=CC=C2C(=NC(=NC12)NC1=C(C=C(C=C1)F)C)N1C(C2=CC=CC=C2CC1)C (8-Methoxy-2-(4-Fluoro-2-Methyl-Phenylamino)-4-(1-Methyl-1,2,3,4-Tetrahydroisoquinoline-2-Yl)Quinazoline Hydrochloride). Run in C(C)O (ethanol). Reaction conditions: time 12 hour. The product is C(C(O)CC(=O)O)(=O)O.FC1=CC(=C(C=C1)NC1=NC2=C(C=CC=C2C(=N1)N1C(C2=CC=CC=C2CC1)C)OC)C (2-(4-Fluoro-2-Methylphenyl-Amino)-8-Methoxy-4- (1-Methyl-1,2,3,4-Tetrahydroisoquinoline-2-Yl)Quinazoline Malate). Yield: 158.4%. RXN SMILES: [C:1]([OH:8])(=[O:7])/[CH:2]=[CH:3]\[C:4]([OH:6])=[O:5].Cl.[CH3:10][O:11][C:12]1[CH:13]=[CH:14][CH:15]=[C:16]2[C:21]=1[N:20]=[C:19]([NH:22][C:23]1[CH:28]=[CH:27][C:26]([F:29])=[CH:25][C:24]=1[CH3:30])[N:18]=[C:17]2[N:31]1[CH2:40][CH2:39][C:38]2[C:33](=[CH:34][CH:35]=[CH:36][CH:37]=2)[CH:32]1[CH3:41]>C(O)C>[C:1]([OH:8])(=[O:7])[CH:2]([CH2:3][C:4]([OH:6])=[O:5])[OH:11].[F:29][C:26]1[CH:27]=[CH:28][C:23]([NH:22][C:19]2[N:18]=[C:17]([N:31]3[CH2:40][CH2:39][C:38]4[C:33](=[CH:34][CH:35]=[CH:36][CH:37]=4)[CH:32]3[CH3:41])[C:16]3[C:21](=[C:12]([O:11][CH3:10])[CH:13]=[CH:14][CH:15]=3)[N:20]=2)=[C:24]([CH3:30])[CH:25]=1 |f:1.2,4.5|. Procedure: To a mixture of 0.27 g of maleic acid(2.33 mM) and 50 ml of ethanol, 1.20 g of the compound (2.80 mM) prepared in Example 34 was dropwise added. The resultant was stirred at room temperature for 12 hours and concentrated under a reduced pressure. The residue produced was crystallized by adding ethyl ether and ethyl acetate, to give 1.15 g of the title compound. Reactants: C1(=CC=CC=C1)N(C(=O)CC(=O)OCC)C1=CC=CC=C1 (ethyl N,N-diphenylcarbamoylacetate), [OH-].[K+] (KOH), Cl (HCl). Solvent: O (water), C(C)O (ethanol). Run at temperature 40 celsius, time 1 hour. The product is C1(=CC=CC=C1)N(C(=O)CC(=O)O)C1=CC=CC=C1 (N,N-diphenylcarbamoylacetic acid). Yield: 98.9%. RXN SMILES: [C:1]1([N:7]([C:16]2[CH:21]=[CH:20][CH:19]=[CH:18][CH:17]=2)[C:8]([CH2:10][C:11]([O:13]CC)=[O:12])=[O:9])[CH:6]=[CH:5][CH:4]=[CH:3][CH:2]=1.[OH-].[K+].Cl>O.C(O)C>[C:1]1([N:7]([C:16]2[CH:21]=[CH:20][CH:19]=[CH:18][CH:17]=2)[C:8]([CH2:10][C:11]([OH:13])=[O:12])=[O:9])[CH:2]=[CH:3][CH:4]=[CH:5][CH:6]=1 |f:1.2|. Reported procedure: 22.6 g (0.08 mol) of ethyl N,N-diphenylcarbamoylacetate (m.p.=75°-76° C.) are added to a solution of 5.6 g(0.1 mol) of KOH in a mixture of 50 ml of water and 25 ml of ethanol. The mixture is heated to 40° C. with agitation until dissolution is complete (that is, for about 1 hour) and agitation is continued for two hours. Acidification is then carried out with 3 N HCl, followed by drying without heat, washing with water and drying.20.2 g (yield: 98%) of N,N-diphenylcarbamoylacetic acid (m.p.=126°... The reactants are N1=C(C=CC=C1)NC1=C(C=CC=C1)N (N-(2-pyridyl)-o-phenylenediamine), S1C=C(C=C1)/C=C/C(=O)Cl ((E)-3-(3-thienyl)acryloyl chloride), N1=C(C=CC=C1)N1C(=NC2=C1C=CC=C2)\C=C\C2=CC=CC=C2 ((E)-1-(2-pyridyl)-2-styryl-1H-benzimidazole). Yields the product N1=C(C=CC=C1)N1C(=NC2=C1C=CC=C2)\C=C\C2=CSC=C2 ((E)-1-(2-Pyridyl)-2-[2-(3-thienyl)ethenyl]-1H-benzimidazole). Reaction SMILES: [N:1]1[CH:6]=[CH:5][CH:4]=[CH:3][C:2]=1[NH:7][C:8]1[CH:13]=[CH:12][CH:11]=[CH:10][C:9]=1[NH2:14].[S:15]1[CH:19]=[CH:18][C:17](/[CH:20]=[CH:21]/[C:22](Cl)=O)=[CH:16]1.N1C=CC=CC=1N1C2C=CC=CC=2N=C1/C=C/C1C=CC=CC=1>>[N:1]1[CH:6]=[CH:5][CH:4]=[CH:3][C:2]=1[N:7]1[C:8]2[CH:13]=[CH:12][CH:11]=[CH:10][C:9]=2[N:14]=[C:22]1/[CH:21]=[CH:20]/[C:17]1[CH:18]=[CH:19][S:15][CH:16]=1. Reported procedure: The titled compound was prepared from N-(2-pyridyl)-o-phenylenediamine and (E)-3-(3-thienyl)acryloyl chloride (New, J. S.; Christopher, W. L.; Yevich, J. P.; Butler, R.; Schlemmer, R. F.; VanderMaelen, C. P.; Cipollina, J. A. J. Med. Chem, 1989, 32, 1147) according to the preparation of (E)-1-(2-pyridyl)-2-styryl-1H-benzimidazole (Example 1, method A). MW: 303.39; mp: 135.5-136.0° C.; 1H-NMR (CDCl3) δ: 8.77 (1H, ddd, J=5.1, 1.8, 0.7 Hz), 8.03-7.95 (2H, m), 7.84-7.80 (1H, m), 7.54-7.43 (4H, m), 7... Starting materials: C(C1=CC=CC=C1)OC=1C=C(C[C@H]2[C@@H](CCCC2)NS(=O)(=O)C)C=CC1N1S(N(C(C1)=O)CC[Si](C)(C)C)(=O)=O (N-((1R*,2S*)-2-{3-Benzyloxy-4-[1,1,4-trioxo-5-(2-trimethylsilanylethyl)-1,2,5-thiadiazolidin-2-yl]-benzyl}-cyclohexyl)-methanesulfonamide), [F-].[Cs+] (CsF), C(C)(=O)OCC (Ethyl acetate). Run in CN(C)C=O (DMF). Run at temperature 90 celsius, time 1 hour. Yields the product C(C1=CC=CC=C1)OC=1C=C(C[C@H]2[C@@H](CCCC2)NS(=O)(=O)C)C=CC1N1S(NC(C1)=O)(=O)=O (N-{(1R*,2S*)-2-[3-Benzyloxy-4-(1,1,4-trioxo-1,2,5-thiadiazolidin-2-yl)-benzyl]-cyclohexyl}-methanesulfonamide). Reaction SMILES: [CH2:1]([O:8][C:9]1[CH:10]=[C:11]([CH:24]=[CH:25][C:26]=1[N:27]1[CH2:31][C:30](=[O:32])[N:29](CC[Si](C)(C)C)[S:28]1(=[O:40])=[O:39])[CH2:12][C@@H:13]1[CH2:18][CH2:17][CH2:16][CH2:15][C@H:14]1[NH:19][S:20]([CH3:23])(=[O:22])=[O:21])[C:2]1[CH:7]=[CH:6][CH:5]=[CH:4][CH:3]=1.[F-].[Cs+].C(OCC)(=O)C>CN(C=O)C>[CH2:1]([O:8][C:9]1[CH:10]=[C:11]([CH:24]=[CH:25][C:26]=1[N:27]1[CH2:31][C:30](=[O:32])[NH:29][S:28]1(=[O:39])=[O:40])[CH2:12][C@@H:13]1[CH2:18][CH2:17][CH2:16][CH2:15][C@H:14]1[NH:19][S:20]([CH3:23])(=[O:21])=[O:22])[C:2]1[CH:3]=[CH:4][CH:5]=[CH:6][CH:7]=1 |f:1.2|. Procedure details: To a solution of N-((1R*,2S*)-2-{3-Benzyloxy-4-[1,1,4-trioxo-5-(2-trimethylsilanylethyl)-1,2,5-thiadiazolidin-2-yl]-benzyl}-cyclohexyl)-methanesulfonamide (118 mg, 0.194 mmol) in DMF (3 mL) is added CsF (118 mg, 0.78 mmol) and the mixture is stirred at 90° C. for 1 h. Ethyl acetate is added and the mixture is washed with 1N HCl and brine. The organic phase is dried over magnesium sulfate and the solvent is removed under reduced pressure to give the title compound. The reactants are COC(=O)C(CC(C)C)N1CC(Oc2ccccc2C)=CC1=O, [Li+], C1CCOC1, [OH-], O. The product is Cc1ccccc1OC1=CC(=O)N(C(CC(C)C)C(=O)O)C1. RXN SMILES: [CH3:1][O:2][C:3]([CH:4]([CH2:5][CH:6]([CH3:7])[CH3:8])[N:9]1[C:10](=[O:22])[CH:11]=[C:12]([O:14][c:15]2[c:16]([CH3:21])[cH:17][cH:18][cH:19][cH:20]2)[CH2:13]1)=[O:23].[Li+:26].[O:27]1[CH2:28][CH2:29][CH2:30][CH2:31]1.[OH-:25].[OH2:24]>>[O:2]=[C:3]([CH:4]([CH2:5][CH:6]([CH3:7])[CH3:8])[N:9]1[C:10](=[O:22])[CH:11]=[C:12]([O:14][c:15]2[c:16]([CH3:21])[cH:17][cH:18][cH:19][cH:20]2)[CH2:13]1)[OH:23].